Dataset: the Open Reaction Database (ORD), a public repository of structured organic reaction records. Task: describe an organic reaction: reactants, conditions, products, and yield Starting materials: N#CCNC(=O)C1CCCCN1c1cc(Br)ccc1Cl, O=C([O-])[O-], [Na+], [Na+], CN(C)C=O, OB(O)c1ccccc1. Yields the product N#CCNC(=O)C1CCCCN1c1cc(-c2ccccc2)ccc1Cl. As a reaction SMILES: [Br:1][c:2]1[cH:3][cH:4][c:5]([Cl:20])[c:6]([N:8]2[CH:9]([C:14](=[O:15])[NH:16][CH2:17][C:18]#[N:19])[CH2:10][CH2:11][CH2:12][CH2:13]2)[cH:7]1.[C:30](=[O:31])([O-:32])[O-:33].[Na+:34].[Na+:35].[O:36]=[CH:37][N:38]([CH3:39])[CH3:40].[OH:21][B:22]([OH:23])[c:24]1[cH:25][cH:26][cH:27][cH:28][cH:29]1>>[c:2]1(-[c:24]2[cH:25][cH:26][cH:27][cH:28][cH:29]2)[cH:3][cH:4][c:5]([Cl:20])[c:6]([N:8]2[CH:9]([C:14](=[O:15])[NH:16][CH2:17][C:18]#[N:19])[CH2:10][CH2:11][CH2:12][CH2:13]2)[cH:7]1.